From a dataset of the Open Reaction Database (ORD), a public repository of structured organic reaction records. describe an organic reaction: reactants, conditions, products, and yield Product: CC=1CC2=C(C=CC=C2C1C1=CC=CC=C1)SC=1C=CC=C2C(=C(CC12)C)C1=CC=CC=C1 (Bis(2-methyl-3-phenyl-1H-inden-7-yl) sulfide). RXN SMILES: [CH3:1][CH:2]1[CH2:10][C:9]2[C:4](=[CH:5][CH:6]=[CH:7][C:8]=2[S:11][C:12]2[CH:20]=[CH:19][CH:18]=[C:17]3[C:13]=2[CH2:14][CH:15]([CH3:22])[C:16]3=O)[C:3]1=O.[C:24]1([Mg]Br)[CH:29]=[CH:28][CH:27]=[CH:26][CH:25]=1.[Mg].Br[C:34]1[CH:39]=[CH:38][CH:37]=[CH:36][CH:35]=1.Cl>CCOCC.O>[CH3:1][C:2]1[CH2:10][C:9]2[C:4]([C:3]=1[C:24]1[CH:29]=[CH:28][CH:27]=[CH:26][CH:25]=1)=[CH:5][CH:6]=[CH:7][C:8]=2[S:11][C:12]1[CH:20]=[CH:19][CH:18]=[C:17]2[C:13]=1[CH2:14][C:15]([CH3:22])=[C:16]2[C:34]1[CH:39]=[CH:38][CH:37]=[CH:36][CH:35]=1. Run in CCOCC (ether), CCOCC (ether), O (water). Reported procedure: Under an argon atmosphere, to a solution of 3.20 g (9.93 mmol) of 2-methyl-4-[(2-methyl-1-oxo-2,3-dihydro-1H-inden-4-yl)sulfanyl]-1-indanone in 20 ml of ether, a solution of PhMgBr in ether [obtained from 0.73 g (30.0 mmol) of magnesium turnings, 4.77 g (30.4 mmol) of bromobenzene, and 30 ml of ether] was added dropwise with vigorous stirring at 0° C. This mixture was stirred overnight and then added to 50 ml of water. Then, to this mixture 12 M HCl (to pH 1) was added. The organic layer was sep... The reactants are CC1C(C2=CC=CC(=C2C1)SC1=C2CC(C(C2=CC=C1)=O)C)=O (2-methyl-4-[(2-methyl-1-oxo-2,3-dihydro-1H-inden-4-yl)sulfanyl]-1-indanone), C1(=CC=CC=C1)[Mg]Br (PhMgBr), [Mg] (magnesium), BrC1=CC=CC=C1 (bromobenzene), mixture, Cl (HCl), yellowish solid. Run at temperature 0 celsius. Starting materials: CN(C)CC1=CC(=NC=C1)CSCCN (2-[4-(Dimethylaminomethyl)pyrid-2-ylmethylthio]ethylamine), [N+](=O)([O-])NC1=NC=C(C(N1)=O)CC1=CC(N(C=C1)CCCC)=O (2-nitroamino-5-(1-n-butyl-2-oxopyridin-4-ylmethyl)pyrimidin-4-one), N1=CC=CC=C1 (pyridine). Solvent: C(C)O (ethanol), C(C)O (ethanol). Yields the product CN(C)CC1=CC(=NC=C1)CSCCNC1=NC=C(C(N1)=O)CC1=CC(N(C=C1)CCCC)=O (2-[2-[4-(Dimethylaminomethyl)pyrid-2-ylmethylthio]ethylamino]-5-(1-n-butyl-2-oxopyridin-4-ylmethyl)pyrimidin-4-one). RXN SMILES: [CH3:1][N:2]([CH2:4][C:5]1[CH:10]=[CH:9][N:8]=[C:7]([CH2:11][S:12][CH2:13][CH2:14][NH2:15])[CH:6]=1)[CH3:3].[N+](N[C:20]1[NH:25][C:24](=[O:26])[C:23]([CH2:27][C:28]2[CH:33]=[CH:32][N:31]([CH2:34][CH2:35][CH2:36][CH3:37])[C:30](=[O:38])[CH:29]=2)=[CH:22][N:21]=1)([O-])=O.N1C=CC=CC=1>C(O)C>[CH3:3][N:2]([CH2:4][C:5]1[CH:10]=[CH:9][N:8]=[C:7]([CH2:11][S:12][CH2:13][CH2:14][NH:15][C:20]2[NH:25][C:24](=[O:26])[C:23]([CH2:27][C:28]3[CH:33]=[CH:32][N:31]([CH2:34][CH2:35][CH2:36][CH3:37])[C:30](=[O:38])[CH:29]=3)=[CH:22][N:21]=2)[CH:6]=1)[CH3:1]. Procedure details: 2-[4-(Dimethylaminomethyl)pyrid-2-ylmethylthio]ethylamine (0.90 g) and 2-nitroamino-5-(1-n-butyl-2-oxopyridin-4-ylmethyl)pyrimidin-4-one (1.12 g) were refluxed in ethanol (15 ml) for 72 hours. As the reaction had not gone to completion, the ethanol was replaced by pyridine (15 ml) and the mixture was refluxed for a further 6 hours. Starting materials: FC(C(=O)O)(F)F (trifluoroacetic acid), O (water), [Si](C)(C)(C(C)(C)C)O[C@H]1[C@@H](OC[C@@H]([C@@H]1OC)C)CO[Si](C)(C)C(C)(C)C ((2S,3R,4S,5S)-3-(tert-butyldimethylsilyloxy)-2-[(tert-butyldimethylsilyloxy)methyl]-4-methoxy-5-methyltetrahydro-2H-pyran). Run in C1CCOC1 (THF). Conditions: temperature 5 celsius, time 25 minute. Product: C(C)(C)(C)[Si](O[C@H]1[C@@H](OC[C@@H]([C@@H]1OC)C)CO)(C)C ((2S,3R,4S,5S)-[3-(tert-butyldimethyl-silyloxy)-4-methoxy-5-methyltetrahydro-2H-pyran-2-yl]methanol). Yield: 82.6%. Reaction SMILES: FC(F)(F)C(O)=O.O.[Si:9]([O:16][C@@H:17]1[C@@H:22]([O:23][CH3:24])[C@@H:21]([CH3:25])[CH2:20][O:19][C@H:18]1[CH2:26][O:27][Si](C(C)(C)C)(C)C)([C:12]([CH3:15])([CH3:14])[CH3:13])([CH3:11])[CH3:10]>C1COCC1>[C:12]([Si:9]([CH3:11])([CH3:10])[O:16][C@@H:17]1[C@@H:22]([O:23][CH3:24])[C@@H:21]([CH3:25])[CH2:20][O:19][C@H:18]1[CH2:26][OH:27])([CH3:13])([CH3:15])[CH3:14]. Procedure details: A mixture of trifluoroacetic acid (3.28 ml) and water (6.43 ml) was added to a vigorously, stirred solution of (2S,3R,4S,5S)-3-(tert-butyldimethylsilyloxy)-2-[(tert-butyldimethylsilyloxy)methyl]-4-methoxy-5-methyltetrahydro-2H-pyran (1.0 g, 2.48 mmole) in dry THF (6.43 ml) at 5° C. After vigorous stirring for 25 min at 5° C., the reaction mixture was carefully quenched by the addition of cold saturated aqueous sodium bicarbonate (30 ml). The resulting emulsion was partitioned between ether (50 m...